From a dataset of the Open Reaction Database (ORD), a public repository of structured organic reaction records. describe an organic reaction: reactants, conditions, products, and yield The reactants are C(C)(=O)O (Acetic acid), CSC1=CC=C(C=C1)NC(=O)N (N-(4-methylthiophenyl)urea), CC(C)(C=1C=C(CN)C=C(C1OCOC)C(C)(C)C)C (3,5-Bis(dimethylethyl)-4-(methoxymethoxy)benzylamine). The solvent is C1(=CC=CC=C1)C (toluene). Conditions: time 4 hour. Product: CC(C)(C)C=1C=C(C=C(C1OCOC)C(C)(C)C)CNC(=O)NC1=CC=C(C=C1)SC (N-[[3,5-Bis(1,1-dimethylethyl)-4-methoxymethoxyphenyl]methyl]-N'-[4-(methylthio)phenyl]urea). The yield is 39.2%. RXN SMILES: C(O)(=O)C.[CH3:5][S:6][C:7]1[CH:12]=[CH:11][C:10]([NH:13][C:14]([NH2:16])=[O:15])=[CH:9][CH:8]=1.[CH3:17][C:18]([CH3:36])([C:20]1[CH:21]=[C:22]([CH:25]=[C:26]([C:32]([CH3:35])([CH3:34])[CH3:33])[C:27]=1[O:28][CH2:29][O:30][CH3:31])[CH2:23]N)[CH3:19]>C1(C)C=CC=CC=1>[CH3:35][C:32]([C:26]1[CH:25]=[C:22]([CH2:23][NH:16][C:14]([NH:13][C:10]2[CH:9]=[CH:8][C:7]([S:6][CH3:5])=[CH:12][CH:11]=2)=[O:15])[CH:21]=[C:20]([C:18]([CH3:36])([CH3:19])[CH3:17])[C:27]=1[O:28][CH2:29][O:30][CH3:31])([CH3:33])[CH3:34]. Reported procedure: Acetic acid (1.08 g; 18 mmol), 4.5 g (24.7 mmol) of the compound of Example 5 and 5.0 g (18 mmol) of the compound of Example 1 were dissolved in 180 ml of toluene. The resulting solution was heated to reflux, stirred at that temperature for 4 hours and then cooled to room temperature. The cooled solution was washed with a IN hydrochloric acid solution, a saturated sodium bicarbonate solution, water and a saturated brine solution. The washed solution was then filtered to remove any solid particul...